Dataset: the Open Reaction Database (ORD), a public repository of structured organic reaction records. Task: describe an organic reaction: reactants, conditions, products, and yield The reactants are CCCCCCCCCCCC, NC1CCCCC1N, [Cu]I, Ic1cccs1, [K+], [K+], [K+], O=C1CCCN1, C1COCCO1, O=P([O-])([O-])[O-]. The product is O=C1CCCN1c1cccs1. Reaction SMILES: [CH3:17][CH2:18][CH2:19][CH2:20][CH2:21][CH2:22][CH2:23][CH2:24][CH2:25][CH2:26][CH2:27][CH3:28].[CH:9]1([NH2:10])[CH2:11][CH2:12][CH2:13][CH2:14][CH:15]1[NH2:16].[Cu:41][I:42].[I:29][c:30]1[s:31][cH:32][cH:33][cH:34]1.[K+:6].[K+:7].[K+:8].[NH:35]1[C:36](=[O:40])[CH2:37][CH2:38][CH2:39]1.[O:43]1[CH2:44][CH2:45][O:46][CH2:47][CH2:48]1.[P:1]([O-:2])([O-:3])([O-:4])=[O:5]>>[c:30]1([N:35]2[C:36](=[O:40])[CH2:37][CH2:38][CH2:39]2)[s:31][cH:32][cH:33][cH:34]1.